From a dataset of the Open Reaction Database (ORD), a public repository of structured organic reaction records. describe an organic reaction: reactants, conditions, products, and yield Reactants: COC1=CC=C(C=C1)[C@@H]1SC2=C(NC([C@@H]1O)=O)C=C(C(=C2)Cl)Cl ((±)-cis-2-(4-methoxyphenyl)-3-hydroxy-7,8-dichloro-2,3-dihydro-1,5-benzothiazepin-4(5H)-one), Cl.CN(CCCl)C (2-(dimethylamino)ethyl chloride hydrochloride), C([O-])([O-])=O.[K+].[K+] (potassium carbonate), CC(=O)C (acetone). The solvent is O (water). Yields the product COC1=CC=C(C=C1)[C@@H]1SC2=C(N(C([C@@H]1O)=O)CCN(C)C)C=C(C(=C2)Cl)Cl ((±)-cis-2-(4-methoxyphenyl)-3-hydroxy-5-[2-(dimethylamino)ethyl]-7,8-dichloro-2,3-dihydro-1,5-benzothiazepin-4(5H)-one). Isolated yield 66.9%. As a reaction SMILES: [CH3:1][O:2][C:3]1[CH:8]=[CH:7][C:6]([C@H:9]2[C@@H:15]([OH:16])[C:14](=[O:17])[NH:13][C:12]3[CH:18]=[C:19]([Cl:23])[C:20]([Cl:22])=[CH:21][C:11]=3[S:10]2)=[CH:5][CH:4]=1.Cl.[CH3:25][N:26]([CH3:30])[CH2:27][CH2:28]Cl.C(=O)([O-])[O-].[K+].[K+].CC(C)=O>O>[CH3:1][O:2][C:3]1[CH:4]=[CH:5][C:6]([C@H:9]2[C@@H:15]([OH:16])[C:14](=[O:17])[N:13]([CH2:28][CH2:27][N:26]([CH3:30])[CH3:25])[C:12]3[CH:18]=[C:19]([Cl:23])[C:20]([Cl:22])=[CH:21][C:11]=3[S:10]2)=[CH:7][CH:8]=1 |f:1.2,3.4.5|. Procedure: A mixture of 1.48 g of (±)-cis-2-(4-methoxyphenyl)-3-hydroxy-7,8-dichloro-2,3-dihydro-1,5-benzothiazepin-4(5H)-one, 0.64 g of 2-(dimethylamino)ethyl chloride hydrochloride, 1.66 g of potassium carbonate, 45 ml of acetone and 0.5 ml of water is refluxed for 22 hours. After the reaction is completed, insoluble materials are removed by filtration. The filtrate is evaporated to remove solvent, and diisopropyl ether is added to the residue. The precipitated crystals are collected by filtration and th... Starting materials: CCOC(=O)N1C(=O)c2ccccc2C1=O, O=C([O-])[O-], [K+], [K+], NC1CCC(O)CC1, O. The product is O=C1c2ccccc2C(=O)N1C1CCC(O)CC1. Reaction SMILES: [C:15]([N:16]1[C:21](=[O:30])[c:22]2[c:23]([cH:26][cH:27][cH:28][cH:29]2)[C:24]1=[O:25])([O:17][CH2:18][CH3:19])=[O:20].[C:9](=[O:10])([O-:11])[O-:12].[K+:13].[K+:14].[NH2:1][CH:2]1[CH2:3][CH2:4][CH:5]([OH:8])[CH2:6][CH2:7]1.[OH2:31]>>[N:1]1([CH:2]2[CH2:3][CH2:4][CH:5]([OH:8])[CH2:6][CH2:7]2)[C:21](=[O:30])[c:22]2[c:23]([cH:26][cH:27][cH:28][cH:29]2)[C:24]1=[O:25]. Starting materials: C[O-].[Na+] (sodium methylate), S(=O)(=O)(O)O.COC(=N)N (methoxyformamidine sulphate), C(CC(=O)OOC)(=O)OC (methyl methoxy malonate). Solvent: C(C)O (ethanol), C(C)O (ethanol). Run at temperature 0 celsius, time 15 minute. Yields the product COC1=NC(=C(C(=N1)O)OC)O (2,5-dimethoxy-4,6-dihydroxy-pyrimidine). Isolated yield 86.9%. Reaction SMILES: [CH3:1][O-:2].[Na+].S(O)(O)(=O)=O.[CH3:9][O:10][C:11]([NH2:13])=[NH:12].[C:14]([O:22]C)(=O)[CH2:15][C:16]([O:18]OC)=O>C(O)C>[CH3:9][O:10][C:11]1[N:13]=[C:14]([OH:22])[C:15]([O:2][CH3:1])=[C:16]([OH:18])[N:12]=1 |f:0.1,2.3|. Procedure: 9.7 g (180 mmoles) of sodium methylate is added to a solution of 9 g (52 mmoles) of methoxyformamidine sulphate in 100 ml of ethanol cooled down to 0° C. and the mixture is stirred for 15 minutes; then a solution of 6.5 ml (46.8 mmoles) of methyl methoxy malonate in 50 ml of ethanol is added, followed by stirring overnight at ambient temperature. The reaction mixture is evaporated to dryness under reduced pressure (2 kPa). The residue is taken up in 100 ml of a saturated solution of sodium chlor... Reactants: CCCC[Sn](CCCC)(CCCC)c1cc(C)no1, C1COCCO1, O=C1OC(Cn2ccnn2)CN1c1ccc(I)c(F)c1. Yields the product Cc1cc(-c2ccc(N3CC(Cn4ccnn4)OC3=O)cc2F)on1. RXN SMILES: [CH2:21]([Sn:22]([CH2:23][CH2:24][CH2:25][CH3:32])([c:26]1[cH:27][c:28]([CH3:31])[n:29][o:30]1)[CH2:33][CH2:34][CH2:35][CH3:36])[CH2:37][CH2:38][CH3:39].[CH2:40]1[O:41][CH2:42][CH2:43][O:44][CH2:45]1.[F:1][c:2]1[cH:3][c:4]([N:9]2[C:10](=[O:20])[O:11][CH:12]([CH2:14][n:15]3[n:16][n:17][cH:18][cH:19]3)[CH2:13]2)[cH:5][cH:6][c:7]1[I:8]>>[F:1][c:2]1[cH:3][c:4]([N:9]2[C:10](=[O:20])[O:11][CH:12]([CH2:14][n:15]3[n:16][n:17][cH:18][cH:19]3)[CH2:13]2)[cH:5][cH:6][c:7]1-[c:26]1[cH:27][c:28]([CH3:31])[n:29][o:30]1. Reactants: BrC1=C(C(=O)O)C=C(C=C1)OC (2-bromo-5-methoxybenzoic acid), C(CCC)[Li] (n-butyllithium), CON(C(COC1=CC=CC=C1)=O)C (N-methoxy-N-methyl-2-phenoxyacetamide). Product: COC=1C=CC(=C(C(=O)O)C1)C(COC1=CC=CC=C1)=O (5-methoxy-2-(2-phenoxyacetyl)benzoic acid). RXN SMILES: Br[C:2]1[CH:10]=[CH:9][C:8]([O:11][CH3:12])=[CH:7][C:3]=1[C:4]([OH:6])=[O:5].C([Li])CCC.CON(C)[C:21](=[O:30])[CH2:22][O:23][C:24]1[CH:29]=[CH:28][CH:27]=[CH:26][CH:25]=1>>[CH3:12][O:11][C:8]1[CH:9]=[CH:10][C:2]([C:21](=[O:30])[CH2:22][O:23][C:24]2[CH:29]=[CH:28][CH:27]=[CH:26][CH:25]=2)=[C:3]([CH:7]=1)[C:4]([OH:6])=[O:5]. Procedure: This compound is synthesized according to the method described in 3.2. by reacting 2-bromo-5-methoxybenzoic acid pretreated with n-butyllithium with N-methoxy-N-methyl-2-phenoxyacetamide. The product is used in crude form in the following reaction. Reactants: O=[N+]([O-])c1ccc(-n2nnnc2-c2ccccc2Br)cc1, O=C([O-])[O-], CCc1cc(OCc2ccc(B(O)O)cc2)c2ccccc2n1, Cc1ccccc1, CO, Cl, [K+], [K+], O, c1ccc(P(c2ccccc2)(c2ccccc2)[Pd](P(c2ccccc2)(c2ccccc2)c2ccccc2)(P(c2ccccc2)(c2ccccc2)c2ccccc2)P(c2ccccc2)(c2ccccc2)c2ccccc2)cc1. The product is CCc1cc(OCc2ccc(-c3ccccc3-c3nnnn3-c3ccc([N+](=O)[O-])cc3)cc2)c2ccccc2n1. Reaction SMILES: [Br:7][c:8]1[c:9](-[c:14]2[n:15][n:16][n:17][n:18]2-[c:19]2[cH:20][cH:21][c:22]([N+:25](=[O:26])[O-:27])[cH:23][cH:24]2)[cH:10][cH:11][cH:12][cH:13]1.[C:1](=[O:2])([O-:3])[O-:4].[CH2:30]([CH3:31])[c:32]1[n:33][c:34]2[cH:35][cH:36][cH:37][cH:38][c:39]2[c:40]([O:42][CH2:43][c:44]2[cH:45][cH:46][c:47]([B:50]([OH:51])[OH:52])[cH:48][cH:49]2)[cH:41]1.[CH3:130][c:131]1[cH:132][cH:133][cH:134][cH:135][cH:136]1.[CH3:137][OH:138].[ClH:29].[K+:5].[K+:6].[OH2:28].[cH:53]1[cH:54][cH:55][c:56]([P:57]([Pd:58]([P:59]([c:60]2[cH:61][cH:62][cH:63][cH:64][cH:65]2)([c:66]2[cH:67][cH:68][cH:69][cH:70][cH:71]2)[c:72]2[cH:73][cH:74][cH:75][cH:76][cH:77]2)([P:78]([c:79]2[cH:80][cH:81][cH:82][cH:83][cH:84]2)([c:85]2[cH:86][cH:87][cH:88][cH:89][cH:90]2)[c:91]2[cH:92][cH:93][cH:94][cH:95][cH:96]2)[P:97]([c:98]2[cH:99][cH:100][cH:101][cH:102][cH:103]2)([c:104]2[cH:105][cH:106][cH:107][cH:108][cH:109]2)[c:110]2[cH:111][cH:112][cH:113][cH:114][cH:115]2)([c:116]2[cH:117][cH:118][cH:119][cH:120][cH:121]2)[c:122]2[cH:123][cH:124][cH:125][cH:126][cH:127]2)[cH:128][cH:129]1>>[c:8]1(-[c:47]2[cH:46][cH:45][c:44]([CH2:43][O:42][c:40]3[c:39]4[c:34]([n:33][c:32]([CH2:30][CH3:31])[cH:41]3)[cH:35][cH:36][cH:37][cH:38]4)[cH:49][cH:48]2)[c:9](-[c:14]2[n:15][n:16][n:17][n:18]2-[c:19]2[cH:20][cH:21][c:22]([N+:25](=[O:26])[O-:27])[cH:23][cH:24]2)[cH:10][cH:11][cH:12][cH:13]1. Reactants: C(C)(C)(C)OC(=O)NC(CC(=O)N[C@H]1C(NC2=C(CC1)C=CC=C2)=O)(C)C (3-t-Butoxycarbonylamino-3-methyl-N-[2,3,4,5-tetrahydro-2-oxo-1H-1-benzazepin-3(R)-yl]-butanamide), ClCC1=CC=C(C=C1)C1=CC=CC=C1 (4-chloromethylbiphenyl), C33H39N3O4. Product: C(C)(C)(C)OC(=O)NC(CC(=O)N[C@H]1C(N(C2=C(CC1)C=CC=C2)CC2=CC=C(C=C2)C2=CC=CC=C2)=O)(C)C (3-t-Butoxycarbonylamino-3-methyl-N-[2,3,4,5-tetrahydro-2-oxo-1-[[[1,1'-biphenyl]-4-yl]-methyl]-1H-1-benzazepin-3(R)-yl] -butanamide). Reaction SMILES: [C:1]([O:5][C:6]([NH:8][C:9]([CH3:27])([CH3:26])[CH2:10][C:11]([NH:13][C@@H:14]1[CH2:20][CH2:19][C:18]2[CH:21]=[CH:22][CH:23]=[CH:24][C:17]=2[NH:16][C:15]1=[O:25])=[O:12])=[O:7])([CH3:4])([CH3:3])[CH3:2].Cl[CH2:29][C:30]1[CH:35]=[CH:34][C:33]([C:36]2[CH:41]=[CH:40][CH:39]=[CH:38][CH:37]=2)=[CH:32][CH:31]=1>>[C:1]([O:5][C:6]([NH:8][C:9]([CH3:27])([CH3:26])[CH2:10][C:11]([NH:13][C@@H:14]1[CH2:20][CH2:19][C:18]2[CH:21]=[CH:22][CH:23]=[CH:24][C:17]=2[N:16]([CH2:29][C:30]2[CH:35]=[CH:34][C:33]([C:36]3[CH:37]=[CH:38][CH:39]=[CH:40][CH:41]=3)=[CH:32][CH:31]=2)[C:15]1=[O:25])=[O:12])=[O:7])([CH3:4])([CH3:2])[CH3:3]. Procedure: Prepared from the intermediate obtained in Step A and 4-chloromethylbiphenyl by the procedure described in Example 1, Step K. FAB-MS: calculated for C33H39N3O4 541; found 542 (M+H,31%).